Dataset: the Open Reaction Database (ORD), a public repository of structured organic reaction records. Task: describe an organic reaction: reactants, conditions, products, and yield The reactants are O1C(=CC=C1)C(=O)OCC (ethyl furan-2-carboxylate), [Li] (lithium), liquid, N (ammonia), [Cl-].[NH4+] (ammonium chloride), CC(C=C)=CC (3-methyl-1,3-pentadiene), C(=O)C=1C=CC(=C(CNC(OC(C)(C)C)=O)C1)OC (t-butyl N-(5-formyl-2-methoxybenzyl)carbamate). The solvent is O1CCCC1 (tetrahydrofuran), O1CCCC1 (tetrahydrofuran), O1CCCC1 (tetrahydrofuran). Conditions: time 15 minute. Product: C(C)(C)(C)OC(=O)NCC=1C=C(C=CC1OC)C(C1(OCC=C1)C(=O)OCC)O (Ethyl 2-[(3-{[(t-butoxycarbonyl)amino]methyl}-4-methoxyphenyl)(hydroxy)methyl]-2,5-dihydro-2-furancarboxylate). The yield is 66.8%. As a reaction SMILES: [Li].N.[O:3]1[CH:7]=[CH:6][CH:5]=[C:4]1[C:8]([O:10][CH2:11][CH3:12])=[O:9].CC(=CC)C=C.[CH:19]([C:21]1[CH:22]=[CH:23][C:24]([O:36][CH3:37])=[C:25]([CH:35]=1)[CH2:26][NH:27][C:28](=[O:34])[O:29][C:30]([CH3:33])([CH3:32])[CH3:31])=[O:20].[Cl-].[NH4+]>O1CCCC1>[C:30]([O:29][C:28]([NH:27][CH2:26][C:25]1[CH:35]=[C:21]([CH:19]([OH:20])[C:4]2([C:8]([O:10][CH2:11][CH3:12])=[O:9])[CH:5]=[CH:6][CH2:7][O:3]2)[CH:22]=[CH:23][C:24]=1[O:36][CH3:37])=[O:34])([CH3:33])([CH3:31])[CH3:32] |f:5.6,^1:0|. Procedure: 0.057 g of lithium was added to 120 ml of liquid ammonia and 30 ml of tetrahydrofuran at −78° C. under an atmosphere of nitrogen gas. After stirring for 15 minutes, a solution of 0.462 g of ethyl furan-2-carboxylate in 20 ml tetrahydrofuran was added dropwise. After stirring for 30 minutes, 3-methyl-1,3-pentadiene was added drop by drop until the deep blue color faded. A solution of 0.397 g of t-butyl N-(5-formyl-2-methoxybenzyl)carbamate in 15 ml of tetrahydrofuran was added dropwise to the yel... The reactants are CCO, O=[Mn]=O, OCc1nc2ccccc2[nH]1. Yields the product O=Cc1nc2ccccc2[nH]1. As a reaction SMILES: [CH3:12][CH2:13][OH:14].[O:15]=[Mn:16]=[O:17].[OH:1][CH2:2][c:3]1[nH:4][c:5]2[c:6]([n:7]1)[cH:8][cH:9][cH:10][cH:11]2>>[O:1]=[CH:2][c:3]1[n:4][c:5]2[c:6]([nH:7]1)[cH:8][cH:9][cH:10][cH:11]2. The reactants are OC1CCCOC2=C1C=C(C=C2)[N+](=O)[O-] (5-hydroxy-7-nitro-2,3,4,5-tetrahydro-1-benzoxepin), C1(=CC=C(C=C1)S(=O)(=O)O)C (p-toluenesulfonic acid). The solvent is C1(=CC=CC=C1)C (toluene). Yields the product [N+](=O)([O-])C=1C=CC2=C(C=CCCO2)C1 (2,3-Dihydro-7-nitro-1-benzoxepin). RXN SMILES: O[CH:2]1[C:8]2[CH:9]=[C:10]([N+:13]([O-:15])=[O:14])[CH:11]=[CH:12][C:7]=2[O:6][CH2:5][CH2:4][CH2:3]1.C1(C)C=CC(S(O)(=O)=O)=CC=1>C1(C)C=CC=CC=1>[N+:13]([C:10]1[CH:11]=[CH:12][C:7]2[O:6][CH2:5][CH2:4][CH:3]=[CH:2][C:8]=2[CH:9]=1)([O-:15])=[O:14]. Procedure details: 300 ml of toluene are poured over 25.1 g (0.12 mole) of 5-hydroxy-7-nitro-2,3,4,5-tetrahydro-1-benzoxepin and, with the addition of 1.5 g of p-toluenesulfonic acid, the mixture is refluxed with a water trap for 2 hours. The cold reaction solution is washed with saturated sodium bicarbonate solution, water and saturated sodium chloride solution, dried over sodium sulfate and filtered, and the solvent is evaporated off in vacuo. The residue is a solid of melting point 94°-95.5° C. The reactants are ClC1=C(C=CC(=C1)OC(F)(F)F)C1=CC=C(C=C1)C(=O)O (2′-chloro-4′-trifluoromethoxy-biphenyl-4-carboxylic acid), CN(CCN(C=1SC2=C(N1)C=CC(=C2)N)C)C (N*2*-(2-Dimethylamino-ethyl)-N*2*-methyl-benzothiazole-2,6-diamine). The product is Cl.CN(CCN(C=1SC2=C(N1)C=CC(=C2)NC(=O)C2=CC=C(C=C2)C2=C(C=C(C=C2)OC(F)(F)F)Cl)C)C (2′-Chloro-4′-trifluoromethoxy-biphenyl-4-carboxylic acid {2-[(2-dimethylamino-ethyl)-methyl-amino]-benzothiazol-6-yl}-amide Hydrochloride Salt), CN(CCN(C=1SC2=C(N1)C=CC(=C2)NC(=O)C2=CC=C(C=C2)C2=C(C=C(C=C2)OC(F)(F)F)Cl)C)C (2′-chloro-4′-trifluoromethoxy-biphenyl-4-carboxylic acid {2-[(2-dimethylamino-ethyl)-methyl-amino]-benzothiazol-6-yl}-amide). Yield: 100.2%. As a reaction SMILES: [Cl:1][C:2]1[CH:7]=[C:6]([O:8][C:9]([F:12])([F:11])[F:10])[CH:5]=[CH:4][C:3]=1[C:13]1[CH:18]=[CH:17][C:16]([C:19](O)=[O:20])=[CH:15][CH:14]=1.[CH3:22][N:23]([CH3:38])[CH2:24][CH2:25][N:26]([CH3:37])[C:27]1[S:28][C:29]2[CH:35]=[C:34]([NH2:36])[CH:33]=[CH:32][C:30]=2[N:31]=1>>[ClH:1].[CH3:22][N:23]([CH3:38])[CH2:24][CH2:25][N:26]([CH3:37])[C:27]1[S:28][C:29]2[CH:35]=[C:34]([NH:36][C:19]([C:16]3[CH:17]=[CH:18][C:13]([C:3]4[CH:4]=[CH:5][C:6]([O:8][C:9]([F:11])([F:12])[F:10])=[CH:7][C:2]=4[Cl:1])=[CH:14][CH:15]=3)=[O:20])[CH:33]=[CH:32][C:30]=2[N:31]=1.[CH3:22][N:23]([CH3:38])[CH2:24][CH2:25][N:26]([CH3:37])[C:27]1[S:28][C:29]2[CH:35]=[C:34]([NH:36][C:19]([C:16]3[CH:17]=[CH:18][C:13]([C:3]4[CH:4]=[CH:5][C:6]([O:8][C:9]([F:11])([F:12])[F:10])=[CH:7][C:2]=4[Cl:1])=[CH:14][CH:15]=3)=[O:20])[CH:33]=[CH:32][C:30]=2[N:31]=1 |f:2.3|. Procedure: The title compound is prepared by following Method A, using 2′-chloro-4′-trifluoromethoxy-biphenyl-4-carboxylic acid (0.057 g, 0.18 mmol), and N*2*-(2-Dimethylamino-ethyl)-N*2*-methyl-benzothiazole-2,6-diamine (0.38 g, 0.15 mmol) to afford 2′-chloro-4′-trifluoromethoxy-biphenyl-4-carboxylic acid {2-[(2-dimethylamino-ethyl)-methyl-amino]-benzothiazol-6-yl}-amide (0.033 g, 40%). The material is dissolved in EtOH and treated with 1.0 M HCl in EtOH (0.06 mL). Heptane is added and the resulting preci... The reactants are C(C1=CC=CC=C1)OC(=O)N1C[C@H]([C@@H](CC1)CO)O (trans 3-hydroxy-4-hydroxymethyl-piperidine-1-carboxylic acid benzyl ester), C(C1=CC=CC=C1)N1CC(C(CC1)CO)O (1-benzyl-4-hydroxymethyl-piperidin-3-ol), ClC(=O)OCC1=CC=CC=C1 (benzyl chloroformate), [OH-].[Na+] (NaOH). The reagents and catalysts are [OH-].[OH-].[Pd+2] (palladium hydroxide on charcoal). The solvent is CO (methanol), O1CCOCC1 (dioxane), O (water). Run at time 30 minute. The product is C(C1=CC=CC=C1)OC(=O)N1CC(C(CC1)CO)O (3-Hydroxy-4-hydroxymethyl-piperidine-1-carboxylic acid benzyl ester). RXN SMILES: C(N1CCC(CO)C(O)C1)C1C=CC=CC=1.ClC(OCC1C=CC=CC=1)=O.[OH-].[Na+].[CH2:30]([O:37][C:38]([N:40]1[CH2:45][CH2:44][C@@H:43]([CH2:46][OH:47])[C@H:42]([OH:48])[CH2:41]1)=[O:39])[C:31]1[CH:36]=[CH:35][CH:34]=[CH:33][CH:32]=1>CO.O.O1CCOCC1.[OH-].[OH-].[Pd+2]>[CH2:30]([O:37][C:38]([N:40]1[CH2:45][CH2:44][CH:43]([CH2:46][OH:47])[CH:42]([OH:48])[CH2:41]1)=[O:39])[C:31]1[CH:32]=[CH:33][CH:34]=[CH:35][CH:36]=1 |f:2.3,8.9.10|. Procedure: A solution of the 1-benzyl-4-hydroxymethyl-piperidin-3-ol from Step 1 above (13.5 g) in methanol (450 mL) was hydrogenated at 50 psi over 20% palladium hydroxide on charcoal (10 g) for 48 h in three batches. The combined reaction mixtures were filtered and the filtrate evaporated to give an oil. This was dissolved in water (100 mL) and dioxane (100 mL), cooled to 5° C., and benzyl chloroformate (7.8 mL) was added slowly, with addition of 1M NaOH to maintain a pH of 10–11. After 30 min, the cooli...